This data is from the Open Reaction Database (ORD), a public repository of structured organic reaction records. The task is: describe an organic reaction: reactants, conditions, products, and yield Starting materials: C(C)(C)(C)C1C=C(C=C(C1(O)CCCC)C(C)(C)C)[C@@H]1SCC(N1CCCN(CCOC1=CC2=C(C=C1)OCO2)C)=O ((S)-(−)-2-(3,5-di-tert-butyl-4-butyl-4-hydroxyphenyl)-3-[3-[N-methyl-N-[2-(3,4-methylenedioxy-phenoxy)ethyl]amino]propyl]-1,3-thiazolidin-4-one), C(\C=C\C(=O)O)(=O)O (fumaric acid). Solvent: C(C)O (ethanol), C(C)O (ethanol). The product is C(\C=C\C(=O)O)(=O)O.C(C)(C)(C)C=1C=C(C=C(C1O)C(C)(C)C)[C@@H]1SCC(N1CCCN(CCOC1=CC2=C(C=C1)OCO2)C)=O ((S)-(−)-2-(3,5-di-tert-butyl-4-hydroxyphenyl)-3-[3-[N-methyl-N-[2-(3,4-methylenedioxyphenoxy)ethyl]amino]propyl]-1,3-thiazolidin-4-one hydrogen fumarate). Isolated yield 81.3%. As a reaction SMILES: [C:1]([CH:5]1[C:10](CCCC)([OH:11])[C:9]([C:16]([CH3:19])([CH3:18])[CH3:17])=[CH:8][C:7]([C@H:20]2[N:24]([CH2:25][CH2:26][CH2:27][N:28]([CH3:41])[CH2:29][CH2:30][O:31][C:32]3[CH:37]=[CH:36][C:35]4[O:38][CH2:39][O:40][C:34]=4[CH:33]=3)[C:23](=[O:42])[CH2:22][S:21]2)=[CH:6]1)([CH3:4])([CH3:3])[CH3:2].[C:43]([OH:50])(=[O:49])/[CH:44]=[CH:45]/[C:46]([OH:48])=[O:47]>C(O)C>[C:43]([OH:50])(=[O:49])/[CH:44]=[CH:45]/[C:46]([OH:48])=[O:47].[C:16]([C:9]1[CH:8]=[C:7]([C@H:20]2[N:24]([CH2:25][CH2:26][CH2:27][N:28]([CH3:41])[CH2:29][CH2:30][O:31][C:32]3[CH:37]=[CH:36][C:35]4[O:38][CH2:39][O:40][C:34]=4[CH:33]=3)[C:23](=[O:42])[CH2:22][S:21]2)[CH:6]=[C:5]([C:1]([CH3:3])([CH3:4])[CH3:2])[C:10]=1[OH:11])([CH3:17])([CH3:18])[CH3:19] |f:3.4|. Procedure details: To a solution of (S)-(−)-2-(3,5-di-tert-butyl-4-butyl-4-hydroxyphenyl)-3-[3-[N-methyl-N-[2-(3,4-methylenedioxy-phenoxy)ethyl]amino]propyl]-1,3-thiazolidin-4-one (380 mg, 0.70 mmol) synthesized according to the process described in JP No. 6-206842/1994 in ethanol (10 ml) was added a solution of fumaric acid (65 mg, 0.56 mmol) in ethanol (10 ml) (prepared under preheating) and the mixture was stirred, then the solvent was removed under reduced pressure. The residue was combined with n-hexane and c...